This data is from the Open Reaction Database (ORD), a public repository of structured organic reaction records. The task is: describe an organic reaction: reactants, conditions, products, and yield The reactants are C(C)OC(\C=C\CBr)=O (ethyl-4-bromocrotonate), N1CCCCC1 (piperidine), C([O-])([O-])=O.[K+].[K+] (potassium carbonate). Run in C(C)#N (acetonitrile). The product is C(C)OC(\C=C\CN1CCCCC1)=O ((E)-4-Piperidin-1-yl-but-2-enoic acid ethyl ester). The yield is 79.6%. Reaction SMILES: [CH2:1]([O:3][C:4](=[O:9])/[CH:5]=[CH:6]/[CH2:7]Br)[CH3:2].[NH:10]1[CH2:15][CH2:14][CH2:13][CH2:12][CH2:11]1.C(=O)([O-])[O-].[K+].[K+]>C(#N)C>[CH2:1]([O:3][C:4](=[O:9])/[CH:5]=[CH:6]/[CH2:7][N:10]1[CH2:15][CH2:14][CH2:13][CH2:12][CH2:11]1)[CH3:2] |f:2.3.4|. Procedure details: A mixture of ethyl-4-bromocrotonate (193 mg), piperidine (94 mg) and potassium carbonate (276 mg) in acetonitrile (10 ml) was stirred and heated at reflux for 3 hours. The reaction mixture was cooled and the solvent was removed in vacuo. The residue was partitioned between water (2×15 ml) and ethyl acetate (20 ml). The organic extracts were dried (Na2SO4), filtered and concentrated in vacuo to give the title compound as an orange oil (157 mg). Run in C1(=CC=CC=C1)C (toluene), C(C)(=O)OCC (ethyl acetate). Yields the product C(=O)NC=1C=C(C(=O)OC2CCN(CC2)CC2=CC=CC=C2)C=CC1 (1-benzyl-piperidin-4-yl 3-formamido-benzoate). Isolated yield 91.7%. Procedure details: 0.26 g (0.000838 mol) of 1-benzyl-piperidin-4-yl 3-amino-benzoate was dissolved in 8.5 ml of toluene, treated with 0.84 ml (0.0222 mol) of formic acid and boiled at reflux for 12 hrs. The mixture was freed from solvent and the residue was taken up in ethyl acetate and washed with sat. carbonate solution and sodium chloride solution. It was dried over sodium sulfate. 0.26 g (92%) of 1-benzyl-piperidin-4-yl 3-formamido-benzoate was obtained as a brownish oil. MS: me/e=339 (C20H23N2 O3 +). As a reaction SMILES: [NH2:1][C:2]1[CH:3]=[C:4]([CH:21]=[CH:22][CH:23]=1)[C:5]([O:7][CH:8]1[CH2:13][CH2:12][N:11]([CH2:14][C:15]2[CH:20]=[CH:19][CH:18]=[CH:17][CH:16]=2)[CH2:10][CH2:9]1)=[O:6].[CH:24](O)=[O:25]>C1(C)C=CC=CC=1.C(OCC)(=O)C>[CH:24]([NH:1][C:2]1[CH:3]=[C:4]([CH:21]=[CH:22][CH:23]=1)[C:5]([O:7][CH:8]1[CH2:9][CH2:10][N:11]([CH2:14][C:15]2[CH:20]=[CH:19][CH:18]=[CH:17][CH:16]=2)[CH2:12][CH2:13]1)=[O:6])=[O:25]. Reactants: NC=1C=C(C(=O)OC2CCN(CC2)CC2=CC=CC=C2)C=CC1 (1-benzyl-piperidin-4-yl 3-amino-benzoate), C(=O)O (formic acid). Starting materials: BrC=1C=C(C=CC1)C(F)(F)F (m-bromobenzotrifluoride), [Mg] (magnesium), FC(C=1C=C(C=CC1)[Mg]Br)(F)F (m-trifluoromethylphenylmagnesium bromide), C(C1=CC=CC=C1)(C1=CC=CC=C1)N1C(CC1)C#N (1-benzhydryl-2-cyanoazetidine). Solvent: CCOCC (ether), CCOCC (ether), CCOCC (ether). The product is C(C1=CC=CC=C1)(C1=CC=CC=C1)N1C(CC1)C(C1=CC(=CC=C1)C(F)(F)F)=N (1-Benzhydryl-2-(m-trifluoromethylbenzimidoyl)azetidine). RXN SMILES: [F:1][C:2]([F:12])([F:11])[C:3]1[CH:4]=[C:5]([Mg]Br)[CH:6]=[CH:7][CH:8]=1.BrC1C=C(C(F)(F)F)C=CC=1.[Mg].[CH:25]([N:38]1[CH2:41][CH2:40][CH:39]1[C:42]#[N:43])([C:32]1[CH:37]=[CH:36][CH:35]=[CH:34][CH:33]=1)[C:26]1[CH:31]=[CH:30][CH:29]=[CH:28][CH:27]=1>CCOCC>[CH:25]([N:38]1[CH2:41][CH2:40][CH:39]1[C:42](=[NH:43])[C:5]1[CH:6]=[CH:7][CH:8]=[C:3]([C:2]([F:12])([F:11])[F:1])[CH:4]=1)([C:32]1[CH:37]=[CH:36][CH:35]=[CH:34][CH:33]=1)[C:26]1[CH:27]=[CH:28][CH:29]=[CH:30][CH:31]=1. Procedure: Suspend m-trifluoromethylphenylmagnesium bromide in ether by adding a solution of 18 g of m-bromobenzotrifluoride in 30 ml of ether to a stirred suspension of 1.94 g of magnesium turnings in 20 ml of dry ether. Upon completion of addition, allow the reaction mixture to cool to room temperature and add 7.95 g of 1-benzhydryl-2-cyanoazetidine. Reaction SMILES: [F:1][C:2]1[CH:13]=[C:12]2[C:5]([NH:6][CH:7]=[C:8]2[CH2:9][CH2:10][NH2:11])=[CH:4][CH:3]=1.CN1CCOCC1.[CH2:21]([O:28][C:29](Cl)=[O:30])[C:22]1[CH:27]=[CH:26][CH:25]=[CH:24][CH:23]=1>CN(C=O)C.O>[CH2:21]([O:28][C:29]([NH:11][CH2:10][CH2:9][C:8]1[C:12]2[C:5](=[CH:4][CH:3]=[C:2]([F:1])[CH:13]=2)[NH:6][CH:7]=1)=[O:30])[C:22]1[CH:27]=[CH:26][CH:25]=[CH:24][CH:23]=1. Yield: 68.0%. Run in O (water), CN(C)C=O (DMF). The product is C(C1=CC=CC=C1)OC(=O)NCCC1=CNC2=CC=C(C=C12)F (N-(Benzyloxycarbonyl)-5-fluorotryptamine). Procedure: To a stirred solution of 0.83 g (4-6 mmol) of 5-fluorotryptamine and 0.48 g (0.55 mL, 5 mmol) of n-methylmorpholine in 10 mL of DMF at 0° C. was added dropwise 0.72 mL (5 mmol) of benzylchloroformate. The reaction mixture was allowed to stir at 0° C. under argon. After 1.5 hours of stirring, the reaction mixture was diluted with water and extracted with ethyl acetate. The organic extracts were washed with saturated sodium chloride, dried over anhydrous Na2SO4, and concentrated under vacuum. The ... Starting materials: FC1=CC=C2NC=C(CCN)C2=C1 (5-fluorotryptamine), CN1CCOCC1 (n-methylmorpholine), C(C1=CC=CC=C1)OC(=O)Cl (benzylchloroformate). Conditions: temperature 0 celsius. Starting materials: BrBr (bromine), C(C)OC(C1=CC=C(C=C1)N)=O (ethyl-4-aminobenzoate), [S-]C#N.[Na+] (sodium thiocyanate), C([O-])([O-])=O.[Na+].[Na+] (sodium carbonate). Run in C(C)(=O)O (acetic acid), O (water), C(C)(=O)O (acetic acid), C(C)(=O)O (acetic acid). Conditions: time 4 hour. Yields the product C(C)OC(=O)C1=CC2=C(N=C(S2)N)C=C1 (Ethyl-2-amino-benzothiazole-6-carboxylate). The yield is 67.2%. As a reaction SMILES: [CH2:1]([O:3][C:4](=[O:12])[C:5]1[CH:10]=[CH:9][C:8]([NH2:11])=[CH:7][CH:6]=1)[CH3:2].[S-:13][C:14]#[N:15].[Na+].BrBr.C(=O)([O-])[O-].[Na+].[Na+]>C(O)(=O)C.O>[CH2:1]([O:3][C:4]([C:5]1[CH:10]=[CH:9][C:8]2[N:11]=[C:14]([NH2:15])[S:13][C:7]=2[CH:6]=1)=[O:12])[CH3:2] |f:1.2,4.5.6|. Reported procedure: A solution of ethyl-4-aminobenzoate (35 g, 212 mmol) in glacial acetic acid (300 mL) was added to a stirred solution of sodium thiocyanate (69 g, 848 mmol) in acetic acid (150 mL). The mixture was cooled in an ice-water bath and a solution of bromine (12 mL, 233 mmol) in acetic acid (60 mL) was added dropwise via an addition funnel. The reaction mixture was stirred at 0° C. to RT for 4 h and then poured into water (1.5 L). Saturated sodium carbonate solution was added to neutralize the solution.... Reactants: OS(=O)(=O)O (H2SO4), ice, C1(C=CC(C=C1)=O)=O (1,4-Benzoquinone), C(Cl)(Cl)Cl (chloroform), S(=O)(=O)(Cl)Cl (sulfuryl dichloride). Reagents/catalysts: [Ag]=O (silver oxide). The solvent is CCOCC (Et2O), CCOCC (ether). Reaction conditions: time 30 minute. Yields the product ClC=1C(C=CC(C1Cl)=O)=O (2,3-dichlorocyclohexa-2,5-diene-1,4-dione). Reaction SMILES: [C:1]1(=[O:8])[CH:6]=[CH:5][C:4](=[O:7])C=[CH:2]1.[CH:9]([Cl:12])(Cl)Cl.S(Cl)([Cl:16])(=O)=O.OS(O)(=O)=O>CCOCC.[Ag]=O>[Cl:16][C:2]1[C:1](=[O:8])[CH:6]=[CH:5][C:4](=[O:7])[C:9]=1[Cl:12]. Reported procedure: 1,4-Benzoquinone (2.01 g, 18.59 mmol) was dissolved in dry ether (50 mL) and dry chloroform (20 mL). The flask was placed under a constant flow of nitrogen and sulfuryl dichloride (5.02 g, 37.2 mmol) added dropwise over 15 minutes at 0° C. After 30 minutes the mixture was warmed to room temperature, stirred for another 30 minutes, returned to the ice-bath and treated with Et2O (25 mL) and conc. H2SO4 (30 mL). After 45 minutes the mixture was poured onto ice-water and extracted with further Et2O ...